Dataset: the Open Reaction Database (ORD), a public repository of structured organic reaction records. Task: describe an organic reaction: reactants, conditions, products, and yield The reactants are O=Cc1cncc(Br)c1, O=CO, Cc1ccnc(N)n1, [Na+], [OH-], O. Yields the product Nc1nccc(C=Cc2cncc(Br)c2)n1. Reaction SMILES: [Br:1][c:2]1[cH:3][c:4]([CH:8]=[O:9])[cH:5][n:6][cH:7]1.[CH:20]([OH:21])=[O:22].[NH2:10][c:11]1[n:12][cH:13][cH:14][c:15]([CH3:17])[n:16]1.[Na+:19].[OH-:18].[OH2:23]>>[Br:1][c:2]1[cH:3][c:4]([CH:8]=[CH:17][c:15]2[cH:14][cH:13][n:12][c:11]([NH2:10])[n:16]2)[cH:5][n:6][cH:7]1. Starting materials: C[Si](C)(C)N=C=O, C1CCOC1, Cc1cc(COc2ccc(S(=O)(=O)CC(C=C3CCSCC3)N(O)C=O)cc2)c2ccccc2n1. Yields the product Cc1cc(COc2ccc(S(=O)(=O)CC(C=C3CCSCC3)N(O)C(N)=O)cc2)c2ccccc2n1. Reaction SMILES: [CH3:36][Si:37]([N:40]=[C:38]=[O:39])([CH3:41])[CH3:42].[O:43]1[CH2:44][CH2:45][CH2:46][CH2:47]1.[OH:1][N:2]([CH:3]=[O:4])[CH:5]([CH2:6][S:7](=[O:8])(=[O:9])[c:10]1[cH:11][cH:12][c:13]([O:16][CH2:17][c:18]2[cH:19][c:20]([CH3:28])[n:21][c:22]3[cH:23][cH:24][cH:25][cH:26][c:27]23)[cH:14][cH:15]1)[CH:29]=[C:30]1[CH2:31][CH2:32][S:33][CH2:34][CH2:35]1>>[OH:1][N:2]([C:3](=[O:4])[NH2:40])[CH:5]([CH2:6][S:7](=[O:8])(=[O:9])[c:10]1[cH:11][cH:12][c:13]([O:16][CH2:17][c:18]2[cH:19][c:20]([CH3:28])[n:21][c:22]3[cH:23][cH:24][cH:25][cH:26][c:27]23)[cH:14][cH:15]1)[CH:29]=[C:30]1[CH2:31][CH2:32][S:33][CH2:34][CH2:35]1. Procedure details: 20 g of anhydrous piperazine was dissolved in 1,000 ml of tetrahydrofuran and then 33.6 g of stearoyl chloride was added dropwise thereto under stirring and under cooling with ice. The mixture was stirred under cooling with ice for 1 h and tetrahydrofuran was distilled off under reduced pressure. A saturated aqueous solution of sodium hydrogencarbonate was added to the residue. After extraction with 200 ml of chloroform three times, the extract was washed with a saturated aqueous solution of com... The reactants are N1CCNCC1 (piperazine), C(CCCCCCCCCCCCCCCCC)(=O)Cl (stearoyl chloride). Isolated yield 13.0%. As a reaction SMILES: [NH:1]1[CH2:6][CH2:5][NH:4][CH2:3][CH2:2]1.[C:7](Cl)(=[O:25])[CH2:8][CH2:9][CH2:10][CH2:11][CH2:12][CH2:13][CH2:14][CH2:15][CH2:16][CH2:17][CH2:18][CH2:19][CH2:20][CH2:21][CH2:22][CH2:23][CH3:24]>O1CCCC1>[C:7]([N:1]1[CH2:6][CH2:5][NH:4][CH2:3][CH2:2]1)(=[O:25])[CH2:8][CH2:9][CH2:10][CH2:11][CH2:12][CH2:13][CH2:14][CH2:15][CH2:16][CH2:17][CH2:18][CH2:19][CH2:20][CH2:21][CH2:22][CH2:23][CH3:24]. The solvent is O1CCCC1 (tetrahydrofuran). Product: C(CCCCCCCCCCCCCCCCC)(=O)N1CCNCC1 (4-stearoylpiperazine). Starting materials: CC(C)Cc1cccnc1CO, ClCCl, O=[Mn]=O. The product is CC(C)Cc1cccnc1C=O. As a reaction SMILES: [CH2:1]([CH:2]([CH3:3])[CH3:4])[c:5]1[c:6]([CH2:11][OH:12])[n:7][cH:8][cH:9][cH:10]1.[Cl:13][CH2:14][Cl:15].[O:16]=[Mn:17]=[O:18]>>[CH2:1]([CH:2]([CH3:3])[CH3:4])[c:5]1[c:6]([CH:11]=[O:12])[n:7][cH:8][cH:9][cH:10]1. The reactants are CCCCSCCCC, Cc1ccccc1I. Yields the product CCCCSc1ccccc1C. Reaction SMILES: [CH2:9]([CH2:10][CH2:11][CH3:12])[S:13][CH2:14][CH2:15][CH2:16][CH3:17].[I:1][c:2]1[c:3]([CH3:8])[cH:4][cH:5][cH:6][cH:7]1>>[c:2]1([S:13][CH2:9][CH2:10][CH2:11][CH3:12])[c:3]([CH3:8])[cH:4][cH:5][cH:6][cH:7]1. Isolated yield 91.0%. The product is N[C@H](C(C(=O)OC)O)CCCC (methyl (2RS,3S)-3-amino-2-hydroxyheptanoate). Reported procedure: The same reaction procedure for synthesizing of phenylmethyl (2RS,3S)-3-amino-2-hydroxyheptanoate as in Reference Example 17 was repeated except that benzyl bromide used in Reference Example 17 was replaced by 579 mg of methyl iodide, whereby 683 mg of the captioned methyl (2RS,3S)-3-amino-2-hydroxyheptanoate was obtained in a yield of 91%. Reactants: N[C@H](C(C(=O)OCC1=CC=CC=C1)O)CCCC (phenylmethyl (2RS,3S)-3-amino-2-hydroxyheptanoate), C(C1=CC=CC=C1)Br (benzyl bromide), CI (methyl iodide). Reaction SMILES: [NH2:1][C@@H:2]([CH2:15][CH2:16][CH2:17][CH3:18])[CH:3]([OH:14])[C:4]([O:6][CH2:7]C1C=CC=CC=1)=[O:5].C(Br)C1C=CC=CC=1.CI>>[NH2:1][C@@H:2]([CH2:15][CH2:16][CH2:17][CH3:18])[CH:3]([OH:14])[C:4]([O:6][CH3:7])=[O:5].